From a dataset of the Open Reaction Database (ORD), a public repository of structured organic reaction records. describe an organic reaction: reactants, conditions, products, and yield Starting materials: BrC1=CC=C2C=CNC2=C1 (6-bromo-1H-indole), ClC=1C=C(C=CC1)B(O)O (3-chlorophenylboronic acid). The product is ClC=1C=C(C=CC1)C1=CC=C2C=CNC2=C1 (6-(3-CHLOROPHENYL)-1H-INDOLE). As a reaction SMILES: Br[C:2]1[CH:10]=[C:9]2[C:5]([CH:6]=[CH:7][NH:8]2)=[CH:4][CH:3]=1.[Cl:11][C:12]1[CH:13]=[C:14](B(O)O)[CH:15]=[CH:16][CH:17]=1>>[Cl:11][C:12]1[CH:17]=[C:16]([C:2]2[CH:10]=[C:9]3[C:5]([CH:6]=[CH:7][NH:8]3)=[CH:4][CH:3]=2)[CH:15]=[CH:14][CH:13]=1. Reported procedure: Prepared by Procedure I and Scheme T using 6-bromo-1H-indole and 3-chlorophenylboronic acid: ESMS m/e: 227.9 (M+H)+. The reactants are COC1=CC=C(C=C1)CS (4-methoxy-α-toluenethiol), COC1=CC=C(C=C1)C1=CC=C(C=C1)S(=O)(=O)NC(C(=O)OC)CC1CO1 (methyl 2-[(4′-methoxy[1,1′-biphenyl]-4-yl)sulfonyl]amino-4,5-epoxypentanoate), compound 20. Yields the product COC1=CC=C(C=C1)C1=CC=C(C=C1)S(=O)(=O)NC(C(=O)O)CC(CSCC1=CC=C(C=C1)OC)O (2-[(4′-Methoxy[1,1′-biphenyl]-4-yl)sulfonyl]amino-4-hydroxy-5-[[(4-methoxyphenyl)methyl]thio]-pentanoic acid). RXN SMILES: [CH3:1][O:2][C:3]1[CH:8]=[CH:7][C:6]([CH2:9][SH:10])=[CH:5][CH:4]=1.[CH3:11][O:12][C:13]1[CH:18]=[CH:17][C:16]([C:19]2[CH:24]=[CH:23][C:22]([S:25]([NH:28][CH:29]([CH2:34][CH:35]3[O:37][CH2:36]3)[C:30]([O:32]C)=[O:31])(=[O:27])=[O:26])=[CH:21][CH:20]=2)=[CH:15][CH:14]=1>>[CH3:11][O:12][C:13]1[CH:14]=[CH:15][C:16]([C:19]2[CH:20]=[CH:21][C:22]([S:25]([NH:28][CH:29]([CH2:34][CH:35]([OH:37])[CH2:36][S:10][CH2:9][C:6]3[CH:7]=[CH:8][C:3]([O:2][CH3:1])=[CH:4][CH:5]=3)[C:30]([OH:32])=[O:31])(=[O:26])=[O:27])=[CH:23][CH:24]=2)=[CH:17][CH:18]=1. Procedure: Example 50 is prepared from 4-methoxy-α-toluenethiol and 1d using the procedure described for compound 20. The reactants are C(C1=CC=CC=C1)N([C@@H]1C[C@@H]([C@H](CC1)NC(OC(C)(C)C)=O)C)CC1=CC=CC=C1.C(C1=CC=CC=C1)N([C@H]1C[C@H]([C@@H](CC1)NC(OC(C)(C)C)=O)C)CC1=CC=CC=C1 (tert-butyl (1S,2S,4S)-4-(dibenzylamino)-2-methylcyclohexylcarbamate tert-butyl (1R,2R,4R)-4-(dibenzylamino)-2-methylcyclohexylcarbamate), steel. Reagents/catalysts: [OH-].[OH-].[Pd+2] (Pearlman's catalyst). The solvent is CCO (EtOH). The product is N[C@@H]1C[C@@H]([C@H](CC1)NC(OC(C)(C)C)=O)C.N[C@H]1C[C@H]([C@@H](CC1)NC(OC(C)(C)C)=O)C (tert-butyl (1S,2S,4S)-4-amino-2-methylcyclohexylcarbamate tert-butyl(1R,2R,4R)-4-amino-2-methylcyclohexylcarbamate). As a reaction SMILES: C([N:8](CC1C=CC=CC=1)[C@H:9]1[CH2:14][CH2:13][C@H:12]([NH:15][C:16](=[O:22])[O:17][C:18]([CH3:21])([CH3:20])[CH3:19])[C@@H:11]([CH3:23])[CH2:10]1)C1C=CC=CC=1.C([N:38](CC1C=CC=CC=1)[C@@H:39]1[CH2:44][CH2:43][C@@H:42]([NH:45][C:46](=[O:52])[O:47][C:48]([CH3:51])([CH3:50])[CH3:49])[C@H:41]([CH3:53])[CH2:40]1)C1C=CC=CC=1>[OH-].[OH-].[Pd+2].CCO>[NH2:8][C@H:9]1[CH2:14][CH2:13][C@H:12]([NH:15][C:16](=[O:22])[O:17][C:18]([CH3:20])([CH3:19])[CH3:21])[C@@H:11]([CH3:23])[CH2:10]1.[NH2:38][C@@H:39]1[CH2:44][CH2:43][C@@H:42]([NH:45][C:46](=[O:52])[O:47][C:48]([CH3:50])([CH3:49])[CH3:51])[C@H:41]([CH3:53])[CH2:40]1 |f:0.1,2.3.4,6.7|. Reported procedure: A mixture of tert-butyl (1S,2S,4S)-4-(dibenzylamino)-2-methylcyclohexylcarbamate/tert-butyl (1R,2R,4R)-4-(dibenzylamino)-2-methylcyclohexylcarbamate (750 mg, 1.836 mmol) and Pearlman's catalyst (290 mg, 2.73 mmol) in EtOH (35 mL) was hydrogenated in a steel bomb under H2-atmosphere (pressure ˜75 psi) for 16 hr. The steel bomb was flushed with Argon, Celite and methanol were added. The mixture was filtered and concentrated in vacuo. The white resulting residue was dissolved in acetonitrile/water ... Reactants: ClC1=NC=CC(=C1)N1N=C(N=C1)NC1=CC=CC=C1 ([1-(2-Chloro-pyridin-4-yl)-1H-[1,2,4]triazol-3-yl]-phenyl-amine), COC1=CC=C(CN)C=C1 (p-methoxybenzylamine). Run in CN1CCCC1=O (NMP). Reaction conditions: time 15 minute. The product is COC1=CC=C(CNC2=NC=CC(=C2)N2N=C(N=C2)NC2=CC=CC=C2)C=C1 ((4-Methoxy-benzyl)-[4-(3-phenylamino-[1,2,4]triazol-1-yl)-pyridin-2-yl]-amine). Reaction SMILES: Cl[C:2]1[CH:7]=[C:6]([N:8]2[CH:12]=[N:11][C:10]([NH:13][C:14]3[CH:19]=[CH:18][CH:17]=[CH:16][CH:15]=3)=[N:9]2)[CH:5]=[CH:4][N:3]=1.[CH3:20][O:21][C:22]1[CH:29]=[CH:28][C:25]([CH2:26][NH2:27])=[CH:24][CH:23]=1>CN1C(=O)CCC1>[CH3:20][O:21][C:22]1[CH:29]=[CH:28][C:25]([CH2:26][NH:27][C:2]2[CH:7]=[C:6]([N:8]3[CH:12]=[N:11][C:10]([NH:13][C:14]4[CH:19]=[CH:18][CH:17]=[CH:16][CH:15]=4)=[N:9]3)[CH:5]=[CH:4][N:3]=2)=[CH:24][CH:23]=1. Procedure: [1 g, 3.68 mMol] of [1-(2-Chloro-pyridin-4-yl)-1H-[1,2,4]triazol-3-yl]-phenyl-amine was dissolved in 14 mL of NMP with [2.4 mL, 2.52 g, 18.4 mMol] of p-methoxybenzylamine and heated 250 C. for 15 min (MW, 150 W). The solvent was removed in vacuo (Kugel-Rohr style) and the residue was treated with MTBE. The ether was decanted away from the dark residue and was replaced with fresh MTBE and mass broken up with vigorous stirring. The ether was again decanted away and replaced with methanol and vigor... Reactants: CC(C)OC(=O)/N=N/C(=O)OC(C)C (Diisopropylazodicarboxylate), OCC=1C=C(OC1C)C#N (4-Hydroxymethyl-5-methyl-furan-2-carbonitrile), C1(=CC=C(C=C1)O)C1=CC=CC=C1 (biphenyl-4-ol), C1(=CC=CC=C1)P(C1=CC=CC=C1)C1=CC=CC=C1 (triphenylphosphine). Solvent: O1CCCC1 (tetrahydrofuran). Reaction conditions: temperature 0 celsius, time 5 minute. Yields the product C1(=CC=C(C=C1)OCC=1C=C(OC1C)C#N)C1=CC=CC=C1 (4-(Biphenyl-4-yloxymethyl)-5-methyl-furan-2-carbonitrile). Isolated yield 79.2%. Reaction SMILES: CC(OC(/N=N/C(OC(C)C)=O)=O)C.[OH:15][CH2:16][C:17]1[CH:18]=[C:19]([C:23]#[N:24])[O:20][C:21]=1[CH3:22].[C:25]1([C:32]2[CH:37]=[CH:36][CH:35]=[CH:34][CH:33]=2)[CH:30]=[CH:29][C:28](O)=[CH:27][CH:26]=1.C1(P(C2C=CC=CC=2)C2C=CC=CC=2)C=CC=CC=1>O1CCCC1>[C:25]1([C:32]2[CH:33]=[CH:34][CH:35]=[CH:36][CH:37]=2)[CH:30]=[CH:29][C:28]([O:15][CH2:16][C:17]2[CH:18]=[C:19]([C:23]#[N:24])[O:20][C:21]=2[CH3:22])=[CH:27][CH:26]=1. Procedure details: Diisopropylazodicarboxylate (1.84 g, 10.6 mmoles) was added to a solution of 4-hydroxymethyl-5-methyl-furan-2-carbonitrile (147) (1.32 g, 9.6 mmoles), biphenyl-4-ol (1.63 g, 9.6 mmoles) and triphenylphosphine (4.3 g, 16.35 mmoles) in tetrahydrofuran (50 mL) with stirring and cooling to 0° C. under an argon atmosphere. After 5 minutes, the cooling was removed and the mixture stirred at room temperature for 16 h. The solvent was evaporated and the residue partitioned between ethyl acetate and wate... Reactants: C1=CC=C(C=C1)NC(=S)NC2=CC=CC=C2 (thiocarbanilide), CI (methyl iodide), C(C)O (ethanol). The solvent is O (water). The product is CSC(NC1=CC=CC=C1)=NC1=CC=CC=C1 (S-methyl-N,N'-diphenylisothiourea). As a reaction SMILES: [CH:1]1[CH:6]=[CH:5][C:4]([NH:7][C:8]([NH:10][C:11]2[CH:16]=[CH:15][CH:14]=[CH:13][CH:12]=2)=[S:9])=[CH:3][CH:2]=1.CI.[CH2:19](O)C>O>[CH3:19][S:9][C:8](=[N:7][C:4]1[CH:3]=[CH:2][CH:1]=[CH:6][CH:5]=1)[NH:10][C:11]1[CH:16]=[CH:15][CH:14]=[CH:13][CH:12]=1. Reported procedure: To a 2 l flask were added 342 g of thiocarbanilide, 240 g of methyl iodide and 350 cc of ethanol and the mixture was refluxed for 2 hours. After cooling the mixture to a room temperature, a small amount of water was added and the mixture was allowed to stand to precipitate the raw product, which was then filtered off and dissolved in 12 l of hot water. After filtration, the filtrate was converted to an alkaline solution by addition of NaOH to precipitate the product. The product was filtered and... Starting materials: BrC1=C(C=C(C=C1)[N+](=O)[O-])OC (1-bromo-2-methoxy-4-nitro-benzene), CC(C)(C)[O-].[Na+] (NaOt-Bu), C=1C=CC(=CC1)P(C=2C=CC=CC2)C3=CC=C4C=CC=CC4=C3C5=C6C=CC=CC6=CC=C5P(C=7C=CC=CC7)C=8C=CC=CC8 (BINAP), N1CCOCC1 (morpholine). Reagents/catalysts: C=1C=CC(=CC1)/C=C/C(=O)/C=C/C2=CC=CC=C2.C=1C=CC(=CC1)/C=C/C(=O)/C=C/C2=CC=CC=C2.C=1C=CC(=CC1)/C=C/C(=O)/C=C/C2=CC=CC=C2.[Pd].[Pd] (Pd2(dba)3). Run in C1(=CC=CC=C1)C (toluene). Conditions: temperature 80 celsius, time 3 hour. The product is COC1=C(C=CC(=C1)[N+](=O)[O-])N1CCOCC1 (4-(2-methoxy-4-nitro-phenyl)-morpholine). As a reaction SMILES: Br[C:2]1[CH:7]=[CH:6][C:5]([N+:8]([O-:10])=[O:9])=[CH:4][C:3]=1[O:11][CH3:12].CC([O-])(C)C.[Na+].C1C=CC(P(C2C(C3C(P(C4C=CC=CC=4)C4C=CC=CC=4)=CC=C4C=3C=CC=C4)=C3C(C=CC=C3)=CC=2)C2C=CC=CC=2)=CC=1.[NH:65]1[CH2:70][CH2:69][O:68][CH2:67][CH2:66]1>C1(C)C=CC=CC=1.C1C=CC(/C=C/C(/C=C/C2C=CC=CC=2)=O)=CC=1.C1C=CC(/C=C/C(/C=C/C2C=CC=CC=2)=O)=CC=1.C1C=CC(/C=C/C(/C=C/C2C=CC=CC=2)=O)=CC=1.[Pd].[Pd]>[CH3:12][O:11][C:3]1[CH:4]=[C:5]([N+:8]([O-:10])=[O:9])[CH:6]=[CH:7][C:2]=1[N:65]1[CH2:70][CH2:69][O:68][CH2:67][CH2:66]1 |f:1.2,6.7.8.9.10|. Reported procedure: To a mixture of 1-bromo-2-methoxy-4-nitro-benzene (2.5 g, 10.8 mmol), Pd2(dba)3 (0.124 g, 0.215 mmol), NaOt-Bu (1.55 g, 16.2 mmol) and BINAP (0.202 g, 0.323 mmol) in toluene (20 mL) at 20° C. was added morpholine (1.5 mL, 17.2 mmol) over 10 min. The mixture was stirred at 80° C. for 3 h when TLC indicated no starting material remained. The mixture was evaporated under reduced pressure followed by the addition of H2O (50 mL). CH2Cl2 extraction (3×15 mL), followed by drying of the combined organic...